Dataset: the Open Reaction Database (ORD), a public repository of structured organic reaction records. Task: describe an organic reaction: reactants, conditions, products, and yield The reactants are FC(S(=O)(=O)OC1=C(C(N(C(=C1)C)CC=1C=NC=CC1)=O)Br)(F)F (3-bromo-6-methyl-2-oxo-1-(pyridin-3-ylmethyl)-1,2-dihydropyridin-4-yl trifluoromethanesulfonate), CCN(C(C)C)C(C)C (DIEA), FC1=CC=C(C=C1)C#C (4-fluorophenylacetylene). The reagents and catalysts are Cl[Pd]([P](C1=CC=CC=C1)(C2=CC=CC=C2)C3=CC=CC=C3)([P](C4=CC=CC=C4)(C5=CC=CC=C5)C6=CC=CC=C6)Cl (PdCl2(PPh3)2). Solvent: CN(C)C=O (DMF). Conditions: time 1 hour. Product: BrC=1C(N(C(=CC1C#CC1=CC=C(C=C1)F)C)CC=1C=NC=CC1)=O (3-bromo-4-[(4-fluorophenyl)ethynyl]-6-methyl-1-(pyridin-3-ylmethyl)pyridin-2(1H)-one). The yield is 69.7%. As a reaction SMILES: FC(F)(F)S(O[C:7]1[CH:12]=[C:11]([CH3:13])[N:10]([CH2:14][C:15]2[CH:16]=[N:17][CH:18]=[CH:19][CH:20]=2)[C:9](=[O:21])[C:8]=1[Br:22])(=O)=O.CCN(C(C)C)C(C)C.[F:34][C:35]1[CH:40]=[CH:39][C:38]([C:41]#[CH:42])=[CH:37][CH:36]=1>CN(C=O)C.Cl[Pd](Cl)([P](C1C=CC=CC=1)(C1C=CC=CC=1)C1C=CC=CC=1)[P](C1C=CC=CC=1)(C1C=CC=CC=1)C1C=CC=CC=1>[Br:22][C:8]1[C:9](=[O:21])[N:10]([CH2:14][C:15]2[CH:16]=[N:17][CH:18]=[CH:19][CH:20]=2)[C:11]([CH3:13])=[CH:12][C:7]=1[C:42]#[C:41][C:38]1[CH:39]=[CH:40][C:35]([F:34])=[CH:36][CH:37]=1 |^1:50,69|. Procedure details: To a degassed solution of 3-bromo-6-methyl-2-oxo-1-(pyridin-3-ylmethyl)-1,2-dihydropyridin-4-yl trifluoromethanesulfonate (0.6675 g, 1.56 mmol) in DMF (9 mL), DIEA (0.35 mL, 2.03 mmol), 4-fluorophenylacetylene (0.235 mL, 1.95 mmol) and PdCl2(PPh3)2 (0.11 g) were added. The reaction mixture stirred at room temperature under nitrogen for 1 hour and then heated in an oil bath (65° C.) under nitrogen overnight. The solvents were distilled in vacuo and the residue was purified by flash column chromat... The product is Cc1ccc(N(C(=O)c2ccco2)C2CCN(CCC3(CCN)CCCCC3)CC2)nc1. As a reaction SMILES: [CH3:1][c:2]1[cH:3][cH:4][c:5]([N:8]([C:9](=[O:10])[c:11]2[o:12][cH:13][cH:14][cH:15]2)[CH:16]2[CH2:17][CH2:18][N:19]([CH2:22][CH2:23][C:24]3([CH2:30][CH2:31][NH:32][C:33](=[O:34])[O:35][C:36]([CH3:37])([CH3:38])[CH3:39])[CH2:25][CH2:26][CH2:27][CH2:28][CH2:29]3)[CH2:20][CH2:21]2)[n:6][cH:7]1.[CH3:47][OH:48].[ClH:46].[O:40]1[CH2:41][CH2:42][O:43][CH2:44][CH2:45]1>>[CH3:1][c:2]1[cH:3][cH:4][c:5]([N:8]([C:9](=[O:10])[c:11]2[o:12][cH:13][cH:14][cH:15]2)[CH:16]2[CH2:17][CH2:18][N:19]([CH2:22][CH2:23][C:24]3([CH2:30][CH2:31][NH2:32])[CH2:25][CH2:26][CH2:27][CH2:28][CH2:29]3)[CH2:20][CH2:21]2)[n:6][cH:7]1. Reactants: Cc1ccc(N(C(=O)c2ccco2)C2CCN(CCC3(CCNC(=O)OC(C)(C)C)CCCCC3)CC2)nc1, CO, Cl, C1COCCO1. Reactants: C(\C=C(/C)\CCC=C(C)C)N (geranylamine), [Cl-].C(C)OC(C(=O)O)=O (oxalic acid monoethylester chloride). Yields the product C(C)OC(C(=O)NC\C=C(\CCC=C(C)C)/C)=O (N-((E)-3,7-dimethyl-octa-2,6-dienyl)-oxalic acid amide-ethyl-ester). Reaction SMILES: [CH2:1]([NH2:11])/[CH:2]=[C:3](/[CH2:5][CH2:6][CH:7]=[C:8]([CH3:10])[CH3:9])\[CH3:4].[Cl-].[CH2:13]([O:15][C:16](=[O:20])[C:17](O)=[O:18])[CH3:14]>>[CH2:13]([O:15][C:16](=[O:20])[C:17]([NH:11][CH2:1]/[CH:2]=[C:3](\[CH3:4])/[CH2:5][CH2:6][CH:7]=[C:8]([CH3:10])[CH3:9])=[O:18])[CH3:14] |f:1.2|. Procedure: Said substance is manufactured according to AAV 1, by converting geranylamine and oxalic acid monoethylester chloride with each other and the product is purified by column chromatography (pentane/diethyl ether=2/1). Reactants: CCCCc1c(Cc2ccc(-c3ccccc3-c3noc(=O)[nH]3)cc2)c(=O)n(C2CCC3(CC2)OCCO3)c2ncnn12, CCOC(C)=O, Cl, C1CCOC1. Yields the product CCCCc1c(Cc2ccc(-c3ccccc3-c3noc(=O)[nH]3)cc2)c(=O)n(C2CCC(=O)CC2)c2ncnn12. Reaction SMILES: [CH2:1]([CH2:2][CH2:3][CH3:4])[c:5]1[c:6]([CH2:25][c:26]2[cH:27][cH:28][c:29](-[c:32]3[c:33](-[c:38]4[n:39][o:40][c:41](=[O:43])[nH:42]4)[cH:34][cH:35][cH:36][cH:37]3)[cH:30][cH:31]2)[c:7](=[O:24])[n:8]([CH:14]2[CH2:15][CH2:16][C:17]3([O:18][CH2:21][CH2:20][O:19]3)[CH2:22][CH2:23]2)[c:9]2[n:10]1[n:11][cH:12][n:13]2.[CH3:50][CH2:51][O:52][C:53](=[O:54])[CH3:55].[ClH:44].[O:45]1[CH2:46][CH2:47][CH2:48][CH2:49]1>>[CH2:1]([CH2:2][CH2:3][CH3:4])[c:5]1[c:6]([CH2:25][c:26]2[cH:27][cH:28][c:29](-[c:32]3[c:33](-[c:38]4[n:39][o:40][c:41](=[O:43])[nH:42]4)[cH:34][cH:35][cH:36][cH:37]3)[cH:30][cH:31]2)[c:7](=[O:24])[n:8]([CH:14]2[CH2:15][CH2:16][C:17](=[O:18])[CH2:22][CH2:23]2)[c:9]2[n:10]1[n:11][cH:12][n:13]2. The reactants are O=C(Cl)c1ccc(Br)o1, ClCCl, c1ccc(N2CCNCC2)cc1. The product is O=C(c1ccc(Br)o1)N1CCN(c2ccccc2)CC1. Reaction SMILES: [Br:13][c:14]1[cH:15][cH:16][c:17]([C:19](=[O:20])[Cl:21])[o:18]1.[Cl:22][CH2:23][Cl:24].[c:1]1([N:7]2[CH2:8][CH2:9][NH:10][CH2:11][CH2:12]2)[cH:2][cH:3][cH:4][cH:5][cH:6]1>>[c:1]1([N:7]2[CH2:8][CH2:9][N:10]([C:19]([c:17]3[cH:16][cH:15][c:14]([Br:13])[o:18]3)=[O:20])[CH2:11][CH2:12]2)[cH:2][cH:3][cH:4][cH:5][cH:6]1. Yields the product C(C1=CC=CC=C1)OC=1C=C2C=3C(=C(N=CC3N(C2=CC1)S(=O)(=O)C1=CC=C(C)C=C1)C(C)=O)COC (6-benzyloxy-4-methoxymethyl-3-acetyl-9-tosyl-β-carboline). Starting materials: C[Li] (methyllithium), C(C)(C)OC(=O)C=1N=CC=2N(C3=CC=C(C=C3C2C1COC)OCC1=CC=CC=C1)S(=O)(=O)C1=CC=C(C)C=C1 (6-benzyloxy-4-methoxymethyl-9-tosyl-β-carboline-3-carboxylic acid isopropyl ester), O1CCCC1 (tetrahydrofuran), [Cl-].[NH4+] (ammonium chloride). Conditions: temperature -60 celsius, time 4 hour. Reported procedure: 8.4 g of 6-benzyloxy-4-methoxymethyl-9-tosyl-β-carboline-3-carboxylic acid isopropyl ester is dissolved in 500 ml absolute tetrahydrofuran and cooled to -60° C. 15 ml of a 1.5 molar ethereal methyllithium solution is added drop by drop to this solution under argon atmosphere and then stirred for another 4 hours at -60° C. After heating to room temperature the reaction solution is mixed with saturated ammonium chloride solution, extracted with methylene chloride, dried and concentrated by evapora... Reaction SMILES: C(OC([C:7]1[N:8]=[CH:9][C:10]2[N:11]([S:31]([C:34]3[CH:40]=[CH:39][C:37]([CH3:38])=[CH:36][CH:35]=3)(=[O:33])=[O:32])[C:12]3[C:17]([C:18]=2[C:19]=1[CH2:20][O:21][CH3:22])=[CH:16][C:15]([O:23][CH2:24][C:25]1[CH:30]=[CH:29][CH:28]=[CH:27][CH:26]=1)=[CH:14][CH:13]=3)=O)(C)C.C[Li].[Cl-].[NH4+].[O:45]1CC[CH2:47][CH2:46]1>>[CH2:24]([O:23][C:15]1[CH:16]=[C:17]2[C:12](=[CH:13][CH:14]=1)[N:11]([S:31]([C:34]1[CH:40]=[CH:39][C:37]([CH3:38])=[CH:36][CH:35]=1)(=[O:32])=[O:33])[C:10]1[CH:9]=[N:8][C:7]([C:46](=[O:45])[CH3:47])=[C:19]([CH2:20][O:21][CH3:22])[C:18]2=1)[C:25]1[CH:30]=[CH:29][CH:28]=[CH:27][CH:26]=1 |f:2.3|. The reactants are C12(CC3CC(CC(C1)C3)C2)CC(=O)Cl (1-adamantaneacetyl chloride), CC1=C(N)C=C(C(=C1)C)C (2,4,5-trimethylaniline). The product is CC1=C(C=C(C(=C1)C)C)NC(CC12CC3CC(CC(C1)C3)C2)=O (N-(2,4,5-Trimethylphenyl)-tricyclo[3.3.1.13,7]decane-1-acetamide). Isolated yield 14.3%. RXN SMILES: [C:1]12([CH2:11][C:12](Cl)=[O:13])[CH2:10][CH:5]3[CH2:6][CH:7]([CH2:9][CH:3]([CH2:4]3)[CH2:2]1)[CH2:8]2.[CH3:15][C:16]1[CH:22]=[C:21]([CH3:23])[C:20]([CH3:24])=[CH:19][C:17]=1[NH2:18]>>[CH3:15][C:16]1[CH:22]=[C:21]([CH3:23])[C:20]([CH3:24])=[CH:19][C:17]=1[NH:18][C:12](=[O:13])[CH2:11][C:1]12[CH2:10][CH:5]3[CH2:6][CH:7]([CH2:9][CH:3]([CH2:4]3)[CH2:2]1)[CH2:8]2. Procedure details: Prepared according to the method of Example 1b) from 1-adamantaneacetyl chloride (0.2 g) and 2,4,5-trimethylaniline (0.13 g) to give the title compound as a white solid (0.042 g). Reactants: FC1=CC=C(C=C1)C(CCCC(=O)O)=O (5-(4-Fluoro-phenyl)-5-oxo-pentanoic acid), C1(=CC=CC=C1)[C@H](N)CO ((S)-(+)-2-phenylglycinol). The solvent is C1(=CC=CC=C1)C (toluene). Product: FC1=CC=C(C=C1)[C@]12N(C(CCC1)=O)[C@H](CO2)C2=CC=CC=C2 ((3S,8aS)-8a-(4-fluoro-phenyl)-3-phenyl-hexahydro-oxazolo[3,2-a]pyridin-5-one). Isolated yield 68.0%. RXN SMILES: [F:1][C:2]1[CH:7]=[CH:6][C:5]([C:8](=[O:15])[CH2:9][CH2:10][CH2:11][C:12]([OH:14])=O)=[CH:4][CH:3]=1.[C:16]1([C@@H:22]([CH2:24]O)[NH2:23])[CH:21]=[CH:20][CH:19]=[CH:18][CH:17]=1>C1(C)C=CC=CC=1>[F:1][C:2]1[CH:3]=[CH:4][C:5]([C@:8]23[O:15][CH2:24][C@H:22]([C:16]4[CH:21]=[CH:20][CH:19]=[CH:18][CH:17]=4)[N:23]2[C:12](=[O:14])[CH2:11][CH2:10][CH2:9]3)=[CH:6][CH:7]=1. Procedure details: 5-(4-Fluoro-phenyl)-5-oxo-pentanoic acid (1 g, 5.10 mmol) and (S)-(+)-2-phenylglycinol (0.839 g, 6.12 mmol) in toluene (15 mL) together with 4 Å molecular sieves was heated at 140° C. under Dean-Stark conditions for 20 hours. The reaction mixture was filtered through Celite®, evaporated and the residue dissolved in ethyl acetate then re-evaporated. The crude material was purified by column chromatography eluting with 20-40% ethyl acetate in cyclohexane to afford (3S,8aS)-8a-(4-fluoro-phenyl)-3-p... Reactants: COC1=C(C(=O)O)C=CC=C1OC (2,3-dimethoxybenzoic acid), CC1(C(=O)N(C(=O)N1Br)Br)C (DBDMH). Conditions: time 22 hour. The product is BrC1=CC=C(C(=C1C(=O)O)OC)OC (6-Bromo-2,3-dimethoxybenzoic Acid). As a reaction SMILES: [CH3:1][O:2][C:3]1[C:11]([O:12][CH3:13])=[CH:10][CH:9]=[CH:8][C:4]=1[C:5]([OH:7])=[O:6].CC1(C)N([Br:22])C(=O)N(Br)C1=O>>[Br:22][C:8]1[C:4]([C:5]([OH:7])=[O:6])=[C:3]([O:2][CH3:1])[C:11]([O:12][CH3:13])=[CH:10][CH:9]=1. Reported procedure: Using the procedure described herein above in Example 1, Method E, 2,3-dimethoxybenzoic acid was brominated with DBDMH to provide the following results (assay yields) after reacting for 22 hours at 20°-25° C: Run at time 20 hour. Yield: 29.6%. Run in C1CCOC1 (THF), CO (MeOH). Reaction SMILES: [OH-].[Na+].[NH:3]1[C:11]2[C:6](=[CH:7][CH:8]=[CH:9][CH:10]=2)[CH:5]=[C:4]1[CH2:12][NH:13][C:14]([C:16]1[CH:17]=[CH:18][C:19]2[NH:25][CH:24]([CH2:26][C:27]([O:29]C)=[O:28])[C:23](=[O:31])[N:22]([CH3:32])[CH2:21][C:20]=2[CH:33]=1)=[O:15]>C1COCC1.CO>[NH:3]1[C:11]2[C:6](=[CH:7][CH:8]=[CH:9][CH:10]=2)[CH:5]=[C:4]1[CH2:12][NH:13][C:14]([C:16]1[CH:17]=[CH:18][C:19]2[NH:25][CH:24]([CH2:26][C:27]([OH:29])=[O:28])[C:23](=[O:31])[N:22]([CH3:32])[CH2:21][C:20]=2[CH:33]=1)=[O:15] |f:0.1|. Starting materials: [OH-].[Na+] (NaOH), N1C(=CC2=CC=CC=C12)CNC(=O)C=1C=CC2=C(CN(C(C(N2)CC(=O)OC)=O)C)C1 (methyl (±)-7-[[[(2-indolyl)methyl]amino]carbonyl]-4-methyl-3-oxo-2,3,4,5-tetrahydro-1H-1,4-benzodiazepine-2-acetate). Yields the product N1C(=CC2=CC=CC=C12)CNC(=O)C=1C=CC2=C(CN(C(C(N2)CC(=O)O)=O)C)C1 ((±)-7-[[[(2-Indolyl)methyl]amino]carbonyl]-4-methyl-3-oxo-2,3,4,5-tetrahydro-1H-1,4-benzodiazepine-2-acetic acid). Reported procedure: 1.0 N NaOH (1 mL, 1.0 mmol) was added dropwise to a solution of methyl (±)-7-[[[(2-indolyl)methyl]amino]carbonyl]-4-methyl-3-oxo-2,3,4,5-tetrahydro-1H-1,4-benzodiazepine-2-acetate (0.35 g, 0.83 mmol) in THF (5 mL) and MeOH (2 mL) at RT. The resulting mixture was stirred for 20 h then was concentrated. The residue was dissolved in H2O (20 mL) and acidified with TFA. ODS chromatography (27% CH3CN/H2O-0.1% TFA), concentration and lyophilization gave the title compound (100 mg, 30%) as an off-white ...